This data is from the Open Reaction Database (ORD), a public repository of structured organic reaction records. The task is: describe an organic reaction: reactants, conditions, products, and yield Reactants: ClC1=CC(=C(OCC=O)C=C1)C ((4-chloro-2-methylphenoxy)acetaldehyde), CNC(CO)=O (N-methylglycolamide), B(F)(F)F.CCOCC (boron trifluoride etherate). Run in O1CCCC1 (tetrahydrofuran). Run at time 24 hour. Product: ClC1=CC(=C(OCC2OCC(N2C)=O)C=C1)C (2-(4-chloro-2-methylphenoxymethyl)-3-methyl-4-oxazolidinone). The yield is 11.0%. RXN SMILES: B(F)(F)F.CCOCC.[Cl:10][C:11]1[CH:20]=[CH:19][C:14]([O:15][CH2:16][CH:17]=[O:18])=[C:13]([CH3:21])[CH:12]=1.[CH3:22][NH:23][C:24](=[O:27])[CH2:25]O>O1CCCC1>[Cl:10][C:11]1[CH:20]=[CH:19][C:14]([O:15][CH2:16][CH:17]2[N:23]([CH3:22])[C:24](=[O:27])[CH2:25][O:18]2)=[C:13]([CH3:21])[CH:12]=1 |f:0.1|. Reported procedure: 4.6 g (0.0325 mole) of boron trifluoride etherate was added to a solution containing 4.6 g (0.025 mole) of (4-chloro-2-methylphenoxy)acetaldehyde and 2.5 g (0.028 mole) of N-methylglycolamide in 40 ml of tetrahydrofuran. After 24 hours at ambient temperature, the reaction mixture was concentrated under reduced pressure, extracted with ether, washed with water and dried. Purification by silica chromatography gave 0.7 g of 2-(4-chloro-2-methylphenoxymethyl)-3-methyl-4-oxazolidinone as a light yell... Starting materials: N12CC3C(C(CC(C1)C3)C2)=O (Azaadamantan-4-one), C1(=CC=C(C=C1)S(=O)(=O)C[N+]#[C-])C (p-toluenesulfonylmethyl isocyanide), CC(C)([O-])C.[K+] (potassium tert-butoxide). Run in COCCOC (1,2-dimethoxyethane), C(C)O (ethanol). Reaction conditions: temperature -78 celsius, time 5 hour. Yields the product N12CC3[C@H](C(CC(C1)C3)C2)C#N ((4r)-1-azatricyclo[3.3.1.13,7]decane-4-carbonitrile). RXN SMILES: [N:1]12[CH2:10][CH:5]3[CH2:6][CH:7]([CH2:9][CH:3]([C:4]3=O)[CH2:2]1)[CH2:8]2.C1(C)C=CC(S([CH2:21][N+:22]#[C-])(=O)=O)=CC=1.CC(C)([O-])C.[K+]>COCCOC.C(O)C>[N:1]12[CH2:10][CH:5]3[CH2:6][CH:7]([CH2:9][CH:3]([C@H:4]3[C:21]#[N:22])[CH2:2]1)[CH2:8]2 |f:2.3|. Reported procedure: Azaadamantan-4-one (3.76 g, 24.9 mmol; see Becker, D. P.; Flynn, D. L. Synthesis 1992, 1080-1082.) and p-toluenesulfonylmethyl isocyanide (TOSMIC, 6.38 g, 32.3 mmol) were dissolved in a mixture of 1,2-dimethoxyethane (87 mL) and ethanol (3.2 mL) and chilled to −78° C. To the reaction mixture was added potassium tert-butoxide (6.70 g, 59.7 mmol) over a period of 1 minute. The cooling bath was removed and the reaction mixture was stirred at 25° C. for 5 hours and then heated at 40° C. for 0.5 hour... Product: COc1c(N=[N+]=[N-])ccnc1C#N. RXN SMILES: [Br:5][c:6]1[c:7]([O:14][CH3:15])[c:8]([C:12]#[N:13])[n:9][cH:10][cH:11]1.[CH3:16][N:17]([CH3:18])[CH:19]=[O:20].[N-:2]=[N+:3]=[N-:4].[Na+:1].[OH2:21]>>[N:2](=[N+:3]=[N-:4])[c:6]1[c:7]([O:14][CH3:15])[c:8]([C:12]#[N:13])[n:9][cH:10][cH:11]1. Starting materials: COc1c(Br)ccnc1C#N, CN(C)C=O, [N-]=[N+]=[N-], [Na+], O. Reactants: [Cr](=O)(=O)([O-])O[Cr](=O)(=O)[O-].[NH+]1=CC=CC=C1.[NH+]1=CC=CC=C1 (Pyridinium dichromate), ClC1=C(C(=CC(=C1)C(F)(F)F)Cl)N1N=C(C(=N1)CO)C ([2-(2,6-dichloro-4-trifluoromethylphenyl)-5-methyl-2H-1,2,3-triazol-4-yl]methanol), CCOCC (ether). Run in ClCCl (dichloromethane). Reaction conditions: time 8 hour. The product is ClC1=C(C(=CC(=C1)C(F)(F)F)Cl)N1N=C(C(=N1)C=O)C (2-(2,6-dichloro-4-trifluoromethylphenyl]-5-methyl-2H-1,2,3-triazole-4-carboxaldehyde). Reaction SMILES: [Cr](O[Cr]([O-])(=O)=O)([O-])(=O)=O.[NH+]1C=CC=CC=1.[NH+]1C=CC=CC=1.[Cl:22][C:23]1[CH:28]=[C:27]([C:29]([F:32])([F:31])[F:30])[CH:26]=[C:25]([Cl:33])[C:24]=1[N:34]1[N:38]=[C:37]([CH2:39][OH:40])[C:36]([CH3:41])=[N:35]1.CCOCC>ClCCl>[Cl:33][C:25]1[CH:26]=[C:27]([C:29]([F:32])([F:30])[F:31])[CH:28]=[C:23]([Cl:22])[C:24]=1[N:34]1[N:38]=[C:37]([CH:39]=[O:40])[C:36]([CH3:41])=[N:35]1 |f:0.1.2|. Reported procedure: Pyridinium dichromate (7.5 g) was added, with stirring, to a solution of crude [2-(2,6-dichloro-4-trifluoromethylphenyl)-5-methyl-2H-1,2,3-triazol-4-yl]methanol (4.3 g) in dichloromethane (50 ml) at room temperature. The mixture was stirred overnight and then ether (100 ml) and silica (4 g) was added. After 10 minutes, the mixture was filtered through a pad of magnesium sulphate and the solvent was evaporated to give 2-(2,6-dichloro-4-trifluoromethylphenyl]-5-methyl-2H-1,2,3-triazole-4-carboxald... The reactants are N1C(OC(C2=C1N=CC=C2)=O)=O (2H-pyrido[2,3-d][1,3]oxazine-2,4(1H)-dione), N (NH3), C(C1=CC=CC=C1)Br (benzyl bromide), C(CCC)Br (n-butyl bromide). Product: C(C1=CC=CC=C1)N1C(OC(C(=C1C)C)=O)=O (3-benzyl-4,5-dimethyl-2H-1,3-oxazine-2,6(3H)-dione). Reaction SMILES: [NH:1]1[C:6]2N=CC=[CH:10][C:5]=2[C:4](=[O:11])[O:3][C:2]1=[O:12].[CH2:13](Br)[C:14]1[CH:19]=[CH:18][CH:17]=[CH:16][CH:15]=1.[CH2:21](Br)CCC.N>>[CH2:13]([N:1]1[C:6]([CH3:21])=[C:5]([CH3:10])[C:4](=[O:11])[O:3][C:2]1=[O:12])[C:14]1[CH:19]=[CH:18][CH:17]=[CH:16][CH:15]=1. Procedure: The title compound was prepared according to the procedure of Example 1B substituting the product of Example 123A for the product of Example 1A and substituting benzyl bromide for n-butyl bromide (0.109 g, 27%). MS (DCI/NH3) m/z 249 (M+NH4)+; 1H NMR (300 MHz, DMSO-d6) δ 1.86 (s, 3 H) 2.14 (s, 3 H) 5.09 (s, 2 H) 7.32 (m, 5 H). Reactants: C(C)(C)(C)OC(=O)N1CCC(=CC1)C1=NC=C(C=C1C)[N+](=O)[O-] (4-(3-methyl-5-nitropyridin-2-yl)-1,2,3,6-tetrahydropyridine-1-carboxylic acid tert-butyl ester). Reagents/catalysts: [C].[Pd] (palladium carbon), [C].[Pd] (palladium carbon). The solvent is O1CCOCC1 (1,4-dioxane). Reaction conditions: time 9 hour. The product is C(C)(C)(C)OC(=O)N1CCC(CC1)C1=NC=C(C=C1C)N (4-(5-amino-3-methylpyridin-2-yl)piperidine-1-carboxylic acid tert-butyl ester). Isolated yield 96.4%. RXN SMILES: [C:1]([O:5][C:6]([N:8]1[CH2:13][CH:12]=[C:11]([C:14]2[C:19]([CH3:20])=[CH:18][C:17]([N+:21]([O-])=O)=[CH:16][N:15]=2)[CH2:10][CH2:9]1)=[O:7])([CH3:4])([CH3:3])[CH3:2]>[C].[Pd].O1CCOCC1>[C:1]([O:5][C:6]([N:8]1[CH2:9][CH2:10][CH:11]([C:14]2[C:19]([CH3:20])=[CH:18][C:17]([NH2:21])=[CH:16][N:15]=2)[CH2:12][CH2:13]1)=[O:7])([CH3:4])([CH3:3])[CH3:2] |f:1.2|. Procedure details: To 4-(3-methyl-5-nitropyridin-2-yl)-1,2,3,6-tetrahydropyridine-1-carboxylic acid tert-butyl ester (5.0 g) were added 1,4-dioxane (50 ml) and 10% palladium carbon (containing about 50% water, 2.0 g), stirred at room temperature for 9 hours under hydrogen atmosphere, then 10% palladium carbon (containing about 50% water, 1.5 g) was additionally added thereto, and stirred at 40° C. for 8.5 hours under hydrogen atmosphere. The reaction solution was filtered through Celite, and then the solvent was e...